From a dataset of the Open Reaction Database (ORD), a public repository of structured organic reaction records. describe an organic reaction: reactants, conditions, products, and yield Starting materials: BrCc1cccc(Br)n1, Cc1cc2c(=O)c(C(=O)c3ccc(C)c(C)c3)c[nH]c2c(C)n1, CN(C)C=O, [H-], [Na+]. Yields the product Cc1cc2c(=O)c(C(=O)c3ccc(C)c(C)c3)cn(Cc3cccc(Br)n3)c2c(C)n1. Reaction SMILES: [Br:26][c:27]1[n:28][c:29]([CH2:33][Br:34])[cH:30][cH:31][cH:32]1.[CH3:1][c:2]1[cH:3][c:4]([C:5](=[O:6])[c:7]2[cH:8][nH:9][c:10]3[c:11]([CH3:19])[n:12][c:13]([CH3:18])[cH:14][c:15]3[c:16]2=[O:17])[cH:20][cH:21][c:22]1[CH3:23].[CH3:35][N:36]([CH3:37])[CH:38]=[O:39].[H-:24].[Na+:25]>>[CH3:1][c:2]1[cH:3][c:4]([C:5](=[O:6])[c:7]2[cH:8][n:9]([CH2:33][c:29]3[n:28][c:27]([Br:26])[cH:32][cH:31][cH:30]3)[c:10]3[c:11]([CH3:19])[n:12][c:13]([CH3:18])[cH:14][c:15]3[c:16]2=[O:17])[cH:20][cH:21][c:22]1[CH3:23]. Reactants: NC1=C(SC2=NC(=C(C(=C21)C)Cl)OCC(=O)O)C(NC2CC2)=O ((3-amino-5-chloro-2-cyclopropylcarbamoyl-4-methyl-thieno[2,3-b]pyridin-6-yloxy)-acetic acid), O.ON1N=NC2=C1C=CC=C2 (1-hydroxybenzotriazole hydrate), C(C)(C)N(C(C)C)CC (N,N-diisopropylethylamine), Cl.CN(CCCN=C=NCC)C (1-[3-(dimethylamino)-propyl]-3-ethylcarbodiimide hydrochloride), CN1CCNCC1 (N-methylpiperazine). Run in C1CCOC1 (THF), CN(C)C=O (DMF). Conditions: time 24 hour. Product: CN1CCN(CC1)NC(COC1=C(C(=C2C(=N1)SC(=C2N)C(NC2CC2)=O)C)Cl)=O ((3-Amino-5-chloro-2-cyclopropylcarbamoyl-4-methyl-thieno[2,3-b]pyridin-6-yloxy)-acetic acid (4-methyl-piperazin-1yl)-amide). Yield: 31.4%. Reaction SMILES: [NH2:1][C:2]1[C:10]2[C:5](=[N:6][C:7]([O:13][CH2:14][C:15]([OH:17])=O)=[C:8]([Cl:12])[C:9]=2[CH3:11])[S:4][C:3]=1[C:18](=[O:23])[NH:19][CH:20]1[CH2:22][CH2:21]1.O.O[N:26]1C2C=CC=CC=2N=[N:27]1.[CH:35]([N:38]([CH2:42][CH3:43])[CH:39](C)C)(C)[CH3:36].Cl.CN(C)CCCN=C=NCC.CN1CCNCC1>CN(C=O)C.C1COCC1>[CH3:39][N:38]1[CH2:42][CH2:43][N:26]([NH:27][C:15](=[O:17])[CH2:14][O:13][C:7]2[N:6]=[C:5]3[S:4][C:3]([C:18](=[O:23])[NH:19][CH:20]4[CH2:22][CH2:21]4)=[C:2]([NH2:1])[C:10]3=[C:9]([CH3:11])[C:8]=2[Cl:12])[CH2:36][CH2:35]1 |f:1.2,4.5|. Reported procedure: To a solution of (3-amino-5-chloro-2-cyclopropylcarbamoyl-4-methyl-thieno[2,3-b]pyridin-6-yloxy)-acetic acid (0.200 g, 0.562 mmol) in a 1:1 mixture of THF:DMF (1.5 ml each) are added 1-hydroxybenzotriazole hydrate (0.099 g, 0.731 mmol), N,N-diisopropylethylamine (0.109 g, 0.843 mmol), 1-[3-(dimethylamino)-propyl]-3-ethylcarbodiimide hydrochloride (0.162 g, 0.843 mmol), and N-methylpiperazine (0.169 g, 1.69 mmol). The resulting solution is stirred at room temperature for 24 hours, then at 50° C. ... The reactants are C(C)(C)(C)OC(=O)NCC(=O)SCC(C(=O)NC=1C=C(C(=O)O)C=CC1)CC1=CC=CC=C1 (3-[[2-[N-(t-butyloxycarbonyl)glycylthiomethyl]-3-phenylpropionyl]amino]benzoic acid), compound, C(O)([O-])=O.[Na+] (sodium hydrogen carbonate). Solvent: FC(C(=O)O)(F)F (trifluoroacetic acid). Reaction conditions: time 30 minute. Product: NCC(=O)SCC(C(=O)NC=1C=C(C(=O)O)C=CC1)CC1=CC=CC=C1 (3-[(2-glycylthiomethyl-3-phenylpropionyl)amino]benzoic acid). The yield is 64.9%. As a reaction SMILES: C(OC([NH:8][CH2:9][C:10]([S:12][CH2:13][CH:14]([CH2:27][C:28]1[CH:33]=[CH:32][CH:31]=[CH:30][CH:29]=1)[C:15]([NH:17][C:18]1[CH:19]=[C:20]([CH:24]=[CH:25][CH:26]=1)[C:21]([OH:23])=[O:22])=[O:16])=[O:11])=O)(C)(C)C.C(=O)([O-])O.[Na+]>FC(F)(F)C(O)=O>[NH2:8][CH2:9][C:10]([S:12][CH2:13][CH:14]([CH2:27][C:28]1[CH:29]=[CH:30][CH:31]=[CH:32][CH:33]=1)[C:15]([NH:17][C:18]1[CH:19]=[C:20]([CH:24]=[CH:25][CH:26]=1)[C:21]([OH:23])=[O:22])=[O:16])=[O:11] |f:1.2|. Reported procedure: 3-[[2-[N-(t-butyloxycarbonyl)glycylthiomethyl]-3-phenylpropionyl]amino]benzoic acid (compound of Example 165) (0.43 g) is dissolved in trifluoroacetic acid (3 ml), and the mixture is stirrred at room temperature for 30 minutes and adjusted to pH 4.0 with aqueous sodium hydrogen carbonate solution, and then is purified by a medium pressure column chromatography with CHP-20P (eluant, water-acetonitrile). The fractions containing the desired compound are collected and concentrated under reduced pre... Starting materials: 4(A), C(C)(=O)N1CCC(CC1)O (N-acetyl-4-hydroxypiperidine), CC(CCl)=C (2-methylallyl chloride). The product is C(C)(=O)N1CCC(CC1)OCC(=C)C (N-acetyl-4-(2-methylallyloxy)piperidine). RXN SMILES: [C:1]([N:4]1[CH2:9][CH2:8][CH:7]([OH:10])[CH2:6][CH2:5]1)(=[O:3])[CH3:2].[CH3:11][C:12](=[CH2:15])[CH2:13]Cl>>[C:1]([N:4]1[CH2:9][CH2:8][CH:7]([O:10][CH2:13][C:12]([CH3:15])=[CH2:11])[CH2:6][CH2:5]1)(=[O:3])[CH3:2]. Procedure details: This compound was prepared similarly to Preparation 4(A), starting from N-acetyl-4-hydroxypiperidine and 2-methylallyl chloride, and was distilled and used directly in the next stage. It had a b.p. of 128° at 1 mm. Reaction SMILES: [Br:1][c:2]1[cH:3][n:4]2[c:5]([s:6]1)[c:7]([CH2:10][OH:11])[n:8][cH:9]2.[CH3:36][CH2:37][O:38][C:39](=[O:40])[CH3:41].[Cl:33][CH2:34][Cl:35].[Cr:12]([O:13][Cr:14]([O-:15])(=[O:16])=[O:17])([O-:18])(=[O:19])=[O:20].[nH+:21]1[cH:22][cH:23][cH:24][cH:25][cH:26]1.[nH+:27]1[cH:28][cH:29][cH:30][cH:31][cH:32]1>>[Br:1][c:2]1[cH:3][n:4]2[c:5]([s:6]1)[c:7]([CH:10]=[O:11])[n:8][cH:9]2. Reactants: OCc1ncn2cc(Br)sc12, CCOC(C)=O, ClCCl, O=[Cr](=O)([O-])O[Cr](=O)(=O)[O-], c1cc[nH+]cc1, c1cc[nH+]cc1. Product: O=Cc1ncn2cc(Br)sc12. Reactants: O=C([O-])[O-], Cc1ccc2c(c1)NCCC2, CN(C)C=O, CC(C)I, [K+], [K+]. The product is Cc1ccc2c(c1)N(C(C)C)CCC2. RXN SMILES: [C:12](=[O:13])([O-:14])[O-:15].[CH3:1][c:2]1[cH:3][cH:4][c:5]2[c:10]([cH:11]1)[NH:9][CH2:8][CH2:7][CH2:6]2.[CH3:22][N:23]([CH3:24])[CH:25]=[O:26].[CH:18]([CH3:19])([CH3:20])[I:21].[K+:16].[K+:17]>>[CH3:1][c:2]1[cH:3][cH:4][c:5]2[c:10]([cH:11]1)[N:9]([CH:18]([CH3:19])[CH3:20])[CH2:8][CH2:7][CH2:6]2. Reactants: COCCN(C(C)=O)C1=CC(=O)c2sc(C(=O)OC)cc2C1=O, COCCN, C1CCOC1. Yields the product COCCNC1=C(N(CCOC)C(C)=O)C(=O)c2cc(C(=O)OC)sc2C1=O. RXN SMILES: [C:6]([CH3:7])(=[O:8])[N:9]([CH2:10][CH2:11][O:12][CH3:13])[C:14]1=[CH:26][C:25](=[O:27])[c:17]2[c:16]([cH:20][c:19]([C:21](=[O:22])[O:23][CH3:24])[s:18]2)[C:15]1=[O:28].[CH3:1][O:2][CH2:3][CH2:4][NH2:5].[O:29]1[CH2:30][CH2:31][CH2:32][CH2:33]1>>[CH3:1][O:2][CH2:3][CH2:4][NH:5][C:26]1=[C:14]([N:9]([C:6]([CH3:7])=[O:8])[CH2:10][CH2:11][O:12][CH3:13])[C:15](=[O:28])[c:16]2[c:17]([s:18][c:19]([C:21](=[O:22])[O:23][CH3:24])[cH:20]2)[C:25]1=[O:27].